The task is: describe an organic reaction: reactants, conditions, products, and yield. This data is from the Open Reaction Database (ORD), a public repository of structured organic reaction records. The reactants are Cc1nc(-c2ccccc2)nc(-c2cccc([N+](=O)[O-])c2)c1C(N)=O, [Cl-], ClCCCl, [Na+], O=P(Cl)(Cl)Cl. The product is Cc1nc(-c2ccccc2)nc(-c2cccc([N+](=O)[O-])c2)c1C#N. Reaction SMILES: [CH3:1][c:2]1[c:3]([C:23](=[O:24])[NH2:25])[c:4](-[c:14]2[cH:15][c:16]([N+:20](=[O:21])[O-:22])[cH:17][cH:18][cH:19]2)[n:5][c:6](-[c:8]2[cH:9][cH:10][cH:11][cH:12][cH:13]2)[n:7]1.[Cl-:27].[Cl:33][CH2:34][CH2:35][Cl:36].[Na+:26].[P:28]([Cl:29])([Cl:30])([Cl:31])=[O:32]>>[CH3:1][c:2]1[c:3]([C:23]#[N:25])[c:4](-[c:14]2[cH:15][c:16]([N+:20](=[O:21])[O-:22])[cH:17][cH:18][cH:19]2)[n:5][c:6](-[c:8]2[cH:9][cH:10][cH:11][cH:12][cH:13]2)[n:7]1. Starting materials: CO, N#Cc1ccc2c(c1)COC2(CCCOC1CCCCO1)c1ccc(F)cc1, O, Cc1ccc(S(=O)(=O)O)cc1. Product: N#Cc1ccc2c(c1)COC2(CCCO)c1ccc(F)cc1. As a reaction SMILES: [CH3:41][OH:42].[F:1][c:2]1[cH:3][cH:4][c:5]([C:8]2([CH2:19][CH2:20][CH2:21][O:22][CH:23]3[CH2:24][CH2:25][CH2:26][CH2:27][O:28]3)[O:9][CH2:10][c:11]3[cH:12][c:13]([C:17]#[N:18])[cH:14][cH:15][c:16]32)[cH:6][cH:7]1.[OH2:29].[c:30]1([CH3:31])[cH:32][cH:33][c:34]([S:35]([OH:36])(=[O:37])=[O:38])[cH:39][cH:40]1>>[F:1][c:2]1[cH:3][cH:4][c:5]([C:8]2([CH2:19][CH2:20][CH2:21][OH:22])[O:9][CH2:10][c:11]3[cH:12][c:13]([C:17]#[N:18])[cH:14][cH:15][c:16]32)[cH:6][cH:7]1. The reactants are C(C)OC(=O)C=1C(=NC(=NC1)S(=O)(=O)CC)C (2-ethanesulfonyl-4-methyl-pyrimidine-5-carboxylic acid ethyl ester), CN1CCC(CC1)CCCN (3-(1-methyl-piperidin-4-yl)-propylamine). As a reaction SMILES: [CH2:1]([O:3][C:4]([C:6]1[C:7]([CH3:17])=[N:8][C:9](S(CC)(=O)=O)=[N:10][CH:11]=1)=[O:5])[CH3:2].[CH3:18][N:19]1[CH2:24][CH2:23][CH:22]([CH2:25][CH2:26][CH2:27][NH2:28])[CH2:21][CH2:20]1>CCO>[CH2:1]([O:3][C:4]([C:6]1[C:7]([CH3:17])=[N:8][C:9]([NH:28][CH2:27][CH2:26][CH2:25][CH:22]2[CH2:21][CH2:20][N:19]([CH3:18])[CH2:24][CH2:23]2)=[N:10][CH:11]=1)=[O:5])[CH3:2]. Run at temperature 100 celsius. Product: C(C)OC(=O)C=1C(=NC(=NC1)NCCCC1CCN(CC1)C)C (4-Methyl-2-[3-(1-methyl-piperidin-4-yl)-propylamino]-pyrimidine-5-carboxylic acid ethyl ester). Reported procedure: A mixture of 2-ethanesulfonyl-4-methyl-pyrimidine-5-carboxylic acid ethyl ester (0.30 g, 1.18 mmol) and 3-(1-methyl-piperidin-4-yl)-propylamine (0.18 mg, 1.10 mmol) in EtOH (3 mL) was heated in a sealed tube at 100° C. for 6 h. The mixture was concentrated and purified by FCC to give 200 mg (53%). 1H NMR (CDCl3): 8.88-8.72 (m, 1H), 5.60-5.44 (m, 1H), 4.31 (q, J=7.2 Hz, 2H), 3.52-3.39 (m, 2H), 2.91-2.77 (m, 2H), 2.64 (s, 3H), 2.26 (s, 3H), 1.94-1.85 (m, 2H), 1.72-1.57 (m, 4H), 1.41-1.20 (m, 8H). Run in CCO (EtOH).